Dataset: the Open Reaction Database (ORD), a public repository of structured organic reaction records. Task: describe an organic reaction: reactants, conditions, products, and yield Starting materials: C(C)OC(CCCOC1=C(C(=CC=C1)CCCCCCOC1=CC(=CC(=C1)C(N(C)C)=O)Br)CCC(=O)OCC)=O (4-[3-[6-(3-bromo-5-dimethylcarbamoyl-phenoxy)-hexyl]-2-(2-ethoxycarbonyl-ethyl)-phenoxy]-butyric acid ethyl ester), FC=1C=C(C=CC1OC)B(O)O (3-fluoro-4-methoxyphenylboronic acid). The product is C(=O)(O)CCC1=C(OCCCC(=O)O)C=CC=C1CCCCCCOC=1C=C(C=C(C1)C(N(C)C)=O)C1=CC(=C(C=C1)OC)F (4-{2-(2-Carboxy-ethyl)-3-[6-(5-dimethylcarbamoyl-3′-fluoro-4′-methoxy-biphenyl-3-yloxy)-hexyl]-phenoxy}-butyric acid). RXN SMILES: C([O:3][C:4](=[O:41])[CH2:5][CH2:6][CH2:7][O:8][C:9]1[CH:14]=[CH:13][CH:12]=[C:11]([CH2:15][CH2:16][CH2:17][CH2:18][CH2:19][CH2:20][O:21][C:22]2[CH:27]=[C:26]([C:28](=[O:32])[N:29]([CH3:31])[CH3:30])[CH:25]=[C:24](Br)[CH:23]=2)[C:10]=1[CH2:34][CH2:35][C:36]([O:38]CC)=[O:37])C.[F:42][C:43]1[CH:44]=[C:45](B(O)O)[CH:46]=[CH:47][C:48]=1[O:49][CH3:50]>>[C:36]([CH2:35][CH2:34][C:10]1[C:11]([CH2:15][CH2:16][CH2:17][CH2:18][CH2:19][CH2:20][O:21][C:22]2[CH:23]=[C:24]([C:45]3[CH:46]=[CH:47][C:48]([O:49][CH3:50])=[C:43]([F:42])[CH:44]=3)[CH:25]=[C:26]([C:28](=[O:32])[N:29]([CH3:30])[CH3:31])[CH:27]=2)=[CH:12][CH:13]=[CH:14][C:9]=1[O:8][CH2:7][CH2:6][CH2:5][C:4]([OH:41])=[O:3])([OH:38])=[O:37]. Procedure: The title compound was prepared according to the general procedure described in Steps 3 and 4 of Method F starting from 4-[3-[6-(3-bromo-5-dimethylcarbamoyl-phenoxy)-hexyl]-2-(2-ethoxycarbonyl-ethyl)-phenoxy]-butyric acid ethyl ester and 3-fluoro-4-methoxyphenylboronic acid. LC/MS indicated a purity of 100% as measured by UV 214 nM. RXN SMILES: C([C:3]1[CH:8]=[C:7]([CH3:9])[CH:6]=[CH:5][N:4]=1)#N.[O:10]1[CH:14]=[CH:13][CH:12]=[C:11]1[C:15]([Li])=[O:16]>>[O:10]1[CH:14]=[CH:13][CH:12]=[C:11]1[C:15]([C:3]1[CH:8]=[C:7]([CH3:9])[CH:6]=[CH:5][N:4]=1)=[O:16]. Procedure details: 2-Cyano-4-methylpyridine is reacted in an inert atmosphere with an ethereal solution of freshly prepared 2-furoyl-lithium followed by acid hydrolysis to form 2-(2-furoyl)-4-methylpyridine which is then reacted with methyl iodide to form 2-(2-furoyl)-1,4-dimethylpyridinium iodide. Both furoyl compounds exhibit thermal and chemical analgesic properties. The reactants are C(#N)C1=NC=CC(=C1)C (2-Cyano-4-methylpyridine), O1C(=CC=C1)C(=O)[Li] (2-furoyl-lithium). Yields the product O1C(=CC=C1)C(=O)C1=NC=CC(=C1)C (2-(2-furoyl)-4-methylpyridine). The reactants are CC(=O)O[BH-](OC(C)=O)OC(C)=O, O=C([O-])O, CC(=O)O, ClCCCl, Cl, Cl, Cl, Cl, NCCCCN(Cc1cn(-c2ccccc2)nn1)C1CCCc2cccnc21, [Na+], [Na+], O=Cc1ccccn1. Yields the product Cl, c1ccc(-n2cc(CN(CCCCNCc3ccccn3)C3CCCc4cccnc43)nn2)cc1. Reaction SMILES: [C:41]([O:42][BH-:43]([O:44][C:45](=[O:46])[CH3:47])[O:48][C:49](=[O:50])[CH3:51])(=[O:52])[CH3:53].[C:55](=[O:56])([OH:57])[O-:58].[CH3:64][C:65](=[O:66])[OH:67].[Cl:60][CH2:61][CH2:62][Cl:63].[ClH:1].[ClH:2].[ClH:3].[ClH:4].[NH2:5][CH2:6][CH2:7][CH2:8][CH2:9][N:10]([CH:11]1[CH2:12][CH2:13][CH2:14][c:15]2[cH:16][cH:17][cH:18][n:19][c:20]21)[CH2:21][c:22]1[n:23][n:24][n:25](-[c:27]2[cH:28][cH:29][cH:30][cH:31][cH:32]2)[cH:26]1.[Na+:54].[Na+:59].[n:33]1[c:34]([CH:39]=[O:40])[cH:35][cH:36][cH:37][cH:38]1>>[ClH:1].[NH:5]([CH2:6][CH2:7][CH2:8][CH2:9][N:10]([CH:11]1[CH2:12][CH2:13][CH2:14][c:15]2[cH:16][cH:17][cH:18][n:19][c:20]21)[CH2:21][c:22]1[n:23][n:24][n:25](-[c:27]2[cH:28][cH:29][cH:30][cH:31][cH:32]2)[cH:26]1)[CH2:39][c:34]1[n:33][cH:38][cH:37][cH:36][cH:35]1.